From a dataset of the Open Reaction Database (ORD), a public repository of structured organic reaction records. describe an organic reaction: reactants, conditions, products, and yield Reactants: COC(C(=O)C1=CNC2=CC(=CC=C12)CCCO[Si](C(C)C)(C(C)C)C(C)C)=O (6-((triisopropylsilyloxy)propyl)indole-3-glyoxylic acid methyl ester), C1(=CN2CCCC3=CC=CC1=C23)CC(=O)N (2-(5,6-dihydro-4H-pyrrolo[3,2,1-ij]quinolin-1-yl)-acetamide). The product is C1(=CN2CCCC3=CC=CC1=C23)C=2C(NC(C2C2=CNC3=CC(=CC=C23)CCCO[Si](C(C)C)(C(C)C)C(C)C)=O)=O (3-(5,6-Dihydro-4H-pyrrolo[3,2,1-ij]quinolin-1-yl)-4-[6-(3-(triisopropylsilyloxy)prop-1-yl)-1H-indol-3-yl]-pyrrole-2,5-dione). As a reaction SMILES: CO[C:3](=[O:29])[C:4]([C:6]1[C:14]2[C:9](=[CH:10][C:11]([CH2:15][CH2:16][CH2:17][O:18][Si:19]([CH:26]([CH3:28])[CH3:27])([CH:23]([CH3:25])[CH3:24])[CH:20]([CH3:22])[CH3:21])=[CH:12][CH:13]=2)[NH:8][CH:7]=1)=O.[C:30]1([CH2:42][C:43]([NH2:45])=[O:44])[C:40]2=[C:41]3[C:36](=[CH:37][CH:38]=[CH:39]2)[CH2:35][CH2:34][CH2:33][N:32]3[CH:31]=1>>[C:30]1([C:42]2[C:43](=[O:44])[NH:45][C:3](=[O:29])[C:4]=2[C:6]2[C:14]3[C:9](=[CH:10][C:11]([CH2:15][CH2:16][CH2:17][O:18][Si:19]([CH:23]([CH3:24])[CH3:25])([CH:20]([CH3:22])[CH3:21])[CH:26]([CH3:27])[CH3:28])=[CH:12][CH:13]=3)[NH:8][CH:7]=2)[C:40]2=[C:41]3[C:36](=[CH:37][CH:38]=[CH:39]2)[CH2:35][CH2:34][CH2:33][N:32]3[CH:31]=1. Procedure details: Beginning with 6-((triisopropylsilyloxy)propyl)indole-3-glyoxylic acid methyl ester and 2-(5,6-dihydro-4H-pyrrolo[3,2,1-ij]quinolin-1-yl)-acetamide, the title compound was prepared essentially as described in Example 1. Starting materials: BrC1=CC=C(C=C1)C1=C2C=CC=C(C2=CC=C1)CO ((5-(4-Bromophenyl)naphthalen-1-yl)methanol), C1(CC1)B(O)O (cyclopropylboronic acid), K2PO4, C1(=CC=CC=C1)C (toluene), O (H2O). The reagents and catalysts are CC(=O)[O-].CC(=O)[O-].[Pd+2] (Pd(OAc)2), C1(CCCCC1)P(C1CCCCC1)C1CCCCC1 (tricyclohexylphosphine). Run in CCOC(=O)C (EtOAc). Conditions: temperature 100 celsius. Product: CCOC(=O)C.CCCCCC (EtOAc hexane). Isolated yield 75.0%. As a reaction SMILES: Br[C:2]1[CH:7]=[CH:6][C:5](C2C=CC=C3C=2C=CC=[C:13]3[CH2:18][OH:19])=[CH:4][CH:3]=1.[CH:20]1(B(O)O)[CH2:22]C1.C1(C)C=CC=CC=1.[OH2:33]>CCOC(C)=O.CC([O-])=O.CC([O-])=O.[Pd+2].C1(P(C2CCCCC2)C2CCCCC2)CCCCC1>[CH3:20][CH2:22][O:33][C:18]([CH3:13])=[O:19].[CH3:6][CH2:7][CH2:2][CH2:3][CH2:4][CH3:5] |f:5.6.7,9.10|. Procedure details: (5-(4-Bromophenyl)naphthalen-1-yl)methanol (130 mg), cyclopropylboronic acid (71 mg, 2 eq.), Pd(OAc)2 (5 mg, 0.05 eq.), tricyclohexylphosphine (12 mg, 0.1 eq.), and K2PO4 (308 mg, 3.5 eq.) were combined in a flask with 3 mL toluene and 1 mL H2O and degassed. Reaction mixture was then refluxed at 100° C. for 3 hours. Solution was cooled to room temperature then diluted with EtOAc and washed with saturated NaHCO3. The organic layer was dried over sodium sulfate and concentrated. Chromatography ach... Reactants: C(C1=CC=CC=C1)N (benzylamine), ClC=1C2=C(N=C(N1)C=1C=NC=CC1)SC=C2C (4-chloro-2-(pyridin-3-yl)-5-methyl-thieno-[2,3-d]-pyrimidine). Yields the product N1=CC(=CC=C1)C=1N=C(C2=C(N1)SC=C2C)NCC2=CC=CC=C2 (2-(pyridin-3-yl)-4-benzylamino-5-methyl-thieno-[2,3-d]-pyrimidine). Reaction SMILES: [CH2:1]([NH2:8])[C:2]1[CH:7]=[CH:6][CH:5]=[CH:4][CH:3]=1.Cl[C:10]1[C:11]2[C:24]([CH3:25])=[CH:23][S:22][C:12]=2[N:13]=[C:14]([C:16]2[CH:17]=[N:18][CH:19]=[CH:20][CH:21]=2)[N:15]=1>>[N:18]1[CH:19]=[CH:20][CH:21]=[C:16]([C:14]2[N:15]=[C:10]([NH:8][CH2:1][C:2]3[CH:7]=[CH:6][CH:5]=[CH:4][CH:3]=3)[C:11]3[C:24]([CH3:25])=[CH:23][S:22][C:12]=3[N:13]=2)[CH:17]=1. Procedure details: With the procedure of Example 1, the reaction of benzylamine with 4-chloro-2-(pyridin-3-yl)-5-methyl-thieno-[2,3-d]-pyrimidine yields 2-(pyridin-3-yl)-4-benzylamino-5-methyl-thieno-[2,3-d]-pyrimidine. The solvent is C(C)#N (acetonitrile). As a reaction SMILES: C1(S[C:8]2[S:9][C:10]3[CH:16]=[CH:15][CH:14]=[CH:13][C:11]=3[N:12]=2)C=CC=CC=1.[C:17]([C:19]1[CH:24]=[C:23]([N+:25]([O-:27])=[O:26])[CH:22]=[CH:21][C:20]=1[CH3:28])#[N:18].[CH:29](N(C(C)C)CC)(C)[CH3:30]>C(#N)C>[C:17]([C:19]1[CH:24]=[C:23]([N+:25]([O-:27])=[O:26])[CH:22]=[CH:21][C:20]=1[CH:28]=[C:8]1[N:12]([CH2:29][CH3:30])[C:11]2[CH:13]=[CH:14][CH:15]=[CH:16][C:10]=2[S:9]1)#[N:18]. Reported procedure: 2-Phenylthiobenzothiazole ethiodide (3.99 g., 0.01 mole) and 2.00 g. (0.012 mole) of 2-cyano-4-nitrotoluene were dissolved in 25 ml. of acetonitrile and then 2.58 g. (0.02 mole) of diisopropyl ethylamine was added. The reaction mixture was refluxed two hours and then cooled for several hours. The green iridescent crystalline product was collected and washed with a small amount of acetonitrile. After drying 1.13 g. of product, m.p. 237°-9° (dec.) was obtained. The product is C(#N)C1=C(C=C2SC3=C(N2CC)C=CC=C3)C=CC(=C1)[N+](=O)[O-] (2-(2-cyano-4-nitrobenzylidene)-3-ethylbenzothiazoline). The reactants are C1(=CC=CC=C1)SC=1SC2=C(N1)C=CC=C2 (2-Phenylthiobenzothiazole), C(#N)C1=C(C=CC(=C1)[N+](=O)[O-])C (2-cyano-4-nitrotoluene), C(C)(C)N(CC)C(C)C (diisopropyl ethylamine). The reactants are BrC1=CC=C(C=C1)F (4-bromo-1-fluorobenzene), Cl (HCl), C(C)OC(C(F)F)=O (Ethyldifluoroacetate), [Li]CCCC (n-BuLi). The solvent is C1CCOC1 (THF), C1CCOC1 (THF). Conditions: temperature -78 celsius, time 15 minute. The product is BrC=1C=CC(=C(C1)C(C(F)F)=O)F (1-(5-Bromo-2-fluoro-phenyl)-2,2-difluoro-ethanone). RXN SMILES: [Li]CCCC.[Br:6][C:7]1[CH:12]=[CH:11][C:10]([F:13])=[CH:9][CH:8]=1.C([O:16][C:17](=O)[CH:18]([F:20])[F:19])C.Cl>C1COCC1>[Br:6][C:7]1[CH:12]=[CH:11][C:10]([F:13])=[C:9]([C:17](=[O:16])[CH:18]([F:20])[F:19])[CH:8]=1. Reported procedure: To a solution of diisoprpopylamine (343 g, 3.39 mol) in THF (4 L) was added slowly n-BuLi (1.4 L, 3.5 mol, 2.5 M in hexane) at −78° C. while keeping reaction temperature under −55° C. After addition, the mixture was stirred at −78° C. for 15 min. At this point, a solution of 4-bromo-1-fluorobenzene (540 g, 3.08 mol) in THF (1 L) was cooled to −60° C. before adding to the reaction mixture gradually while keeping reaction temperature under −55° C. and the resulting yellow solution was stirred at −... The reactants are C(C)(C)(C)OC(=O)N1C=CC2=CC=C(C=C12)NC=1C=2N(C=C(N1)Br)C=CN2 (6-(6-Bromo-imidazo[1,2-a]pyrazin-8-ylamino)-indole-1-carboxylic acid tert-butyl ester), C(=O)(C(F)(F)F)O (TFA). Run in ClCCl (dichloromethane). The product is BrC=1N=C(C=2N(C1)C=CN2)NC2=CC=C1C=CNC1=C2 ((6-Bromo-imidazo[1,2-a]pyrazin-8-yl)-(1H-indol-6-yl)-amine). Reaction SMILES: C(OC([N:8]1[C:16]2[C:11](=[CH:12][CH:13]=[C:14]([NH:17][C:18]3[C:19]4[N:20]([CH:25]=[CH:26][N:27]=4)[CH:21]=[C:22]([Br:24])[N:23]=3)[CH:15]=2)[CH:10]=[CH:9]1)=O)(C)(C)C.C(O)(C(F)(F)F)=O>ClCCl>[Br:24][C:22]1[N:23]=[C:18]([NH:17][C:14]2[CH:15]=[C:16]3[C:11]([CH:10]=[CH:9][NH:8]3)=[CH:12][CH:13]=2)[C:19]2[N:20]([CH:25]=[CH:26][N:27]=2)[CH:21]=1. Procedure: A quantity of 0.23 g (1 mmole) of 6-Amino-indole-1-carboxylic acid tert-butyl ester is treated with 0.27 g (1 mmole) of 6,8-Dibromo-imidazo[1,2-a]pyrazine in acetonitrile with 3 eq. of K2CO3 at reflux for 16 hrs. The reaction mixture is cooled partitioned between ethyl acetate and water, the organic extracts are dried over anhydrous MgSO4 and evaporated in vacuo to afford 6-(6-Bromo-imidazo[1,2-a]pyrazin-8-ylamino)-indole-1-carboxylic acid tert-butyl ester. 6-(6-Bromo-imidazo[1,2-a]pyrazin-8-yla... Reactants: C1(CCCCC1)[NH2+]C1CCCCC1.C(=O)(OC(C)(C)C)N[C@@H](CSC(C1=CC=CC=C1)(C1=CC=CC=C1)C1=CC=CC=C1)C(=O)[O-] (N-boc-S-trityl-cysteine, dicyclohexylammonium salt), Cl.COC(CN)=O (glycine methyl ester hydrochloride), ON1C(CCC1=O)=O (N-hydroxysuccinimide), C1CCC(CC1)N=C=NC2CCCCC2 (DCC). The solvent is C(Cl)Cl (CH2Cl2). Conditions: time 30 minute. Yields the product COC(CNC([C@@H](NC(=O)OC(C)(C)C)CSC(C1=CC=CC=C1)(C1=CC=CC=C1)C1=CC=CC=C1)=O)=O (BOC-S-(triphenylmethyl)-cysteinyl-glycine methyl ester). Yield: 76.7%. RXN SMILES: C1([NH2+]C2CCCCC2)CCCCC1.[C:14]([NH:21][C@H:22]([C:44]([O-])=[O:45])[CH2:23][S:24][C:25]([C:38]1[CH:43]=[CH:42][CH:41]=[CH:40][CH:39]=1)([C:32]1[CH:37]=[CH:36][CH:35]=[CH:34][CH:33]=1)[C:26]1[CH:31]=[CH:30][CH:29]=[CH:28][CH:27]=1)([O:16][C:17]([CH3:20])([CH3:19])[CH3:18])=[O:15].Cl.[CH3:48][O:49][C:50](=[O:53])[CH2:51][NH2:52].ON1C(=O)CCC1=O.C1CCC(N=C=NC2CCCCC2)CC1>C(Cl)Cl>[CH3:48][O:49][C:50](=[O:53])[CH2:51][NH:52][C:44](=[O:45])[C@H:22]([CH2:23][S:24][C:25]([C:26]1[CH:31]=[CH:30][CH:29]=[CH:28][CH:27]=1)([C:38]1[CH:43]=[CH:42][CH:41]=[CH:40][CH:39]=1)[C:32]1[CH:33]=[CH:34][CH:35]=[CH:36][CH:37]=1)[NH:21][C:14]([O:16][C:17]([CH3:20])([CH3:18])[CH3:19])=[O:15] |f:0.1,2.3|. Procedure details: A solution of compound (XX) (19.33 g, 30.0 mmol), glycine methyl ester hydrochloride (see Curtis and Goebel, J. Prakt. Chem., 37:150, (1888)) (3.47 g, 30.0 mmol) and N-hydroxysuccinimide (3.46 g, 30.1 mmol) was cooled to 0° C., then treated with a solution of DCC (6.87 g, 33.4 mmol) in CH2Cl2 (20 ml). The mixture was stirred, cold, for 30 minutes, then at room temperature for 3 hours. The precipitate was filtered off, washed with CH2Cl2, and the combined filtrate and washings were washed with 1M... The reactants are CO, ClCCl, Cc1nccc(C(F)(F)F)c1CCl. The product is Cc1c(CCl)c(C(F)(F)F)cc[n+]1[O-]. As a reaction SMILES: [CH3:17][OH:18].[Cl:14][CH2:15][Cl:16].[Cl:1][CH2:2][c:3]1[c:4]([CH3:13])[n:5][cH:6][cH:7][c:8]1[C:9]([F:10])([F:11])[F:12]>>[Cl:1][CH2:2][c:3]1[c:4]([CH3:13])[n+:5]([O-:18])[cH:6][cH:7][c:8]1[C:9]([F:10])([F:11])[F:12].